This data is from the Open Reaction Database (ORD), a public repository of structured organic reaction records. The task is: describe an organic reaction: reactants, conditions, products, and yield The reactants are NOS(=O)(=O)O (hydroxylamine-O-sulfonic acid), C([O-])([O-])=O.[K+].[K+] (potassium carbonate), N1=NC=CC=C1 (pyridazine), mixture. Solvent: O (water), O (water), O (water). Reaction conditions: temperature 40 celsius. Product: S(=O)(=O)([O-])[O-].N[N+]1=NC=CC=C1.N[N+]1=NC=CC=C1 (N-aminopyridazinium sulfate). Reaction SMILES: [NH2:1][O:2][S:3]([OH:6])(=[O:5])=[O:4].C(=O)([O-])[O-].[K+].[K+].[N:13]1[CH:18]=[CH:17][CH:16]=[CH:15][N:14]=1>O>[S:3]([O-:6])([O-:5])(=[O:4])=[O:2].[NH2:1][N+:13]1[CH:18]=[CH:17][CH:16]=[CH:15][N:14]=1.[NH2:1][N+:13]1[CH:18]=[CH:17][CH:16]=[CH:15][N:14]=1 |f:1.2.3,6.7.8|. Reported procedure: A solution of hydroxylamine-O-sulfonic acid (73.4 g) in water (80 mL) and a separate solution of potassium carbonate (65.5 g) in water (80 mL) were added concurrently dropwise to a solution of pyridazine (40.0 g) in water (120 mL) at 50° C., maintaining a reaction mixture pH of 3.5-4.0. The reaction mixture was then heated at 40° C. for 2 hours to give a solution of N-aminopyridazinium sulfate, which was subsequently cooled to 20° C. and filtered. The filtrate was added dropwise to a solution of... Starting materials: ice, COC1=CC2=C(SC(=C2)C(C#N)(C(CC#N)C)N2CCOCC2)C=C1OC (2-(5,6-dimethoxy-benzo[b]thien-2-yl)-3-methyl-2-(4-morpholinyl)-pentanedinitrile), C(C)(=O)O (acetic acid), ice. Solvent: O (water). The product is COC1=CC2=C(SC(=C2)C(C(CC#N)C)=O)C=C1OC (4-(5,6-dimethoxybenzo[b]thien-2-yl)-3-methyl-4-oxo-butane nitrile). As a reaction SMILES: [CH3:1][O:2][C:3]1[C:25]([O:26][CH3:27])=[CH:24][C:6]2[S:7][C:8]([C:10](N3CCOCC3)([CH:13]([CH3:17])[CH2:14][C:15]#[N:16])C#N)=[CH:9][C:5]=2[CH:4]=1.C(O)(=[O:30])C>O>[CH3:1][O:2][C:3]1[C:25]([O:26][CH3:27])=[CH:24][C:6]2[S:7][C:8]([C:10](=[O:30])[CH:13]([CH3:17])[CH2:14][C:15]#[N:16])=[CH:9][C:5]=2[CH:4]=1. Procedure: A mixture of 2-(5,6-dimethoxy-benzo[b]thien-2-yl)-3-methyl-2-(4-morpholinyl)-pentanedinitrile (7.4 g), glacial acetic acid (37.5 ml) and water (12.5 ml) was stirred and heated at reflux under an atmosphere of nitrogen. After 45 min. the reaction mixture was cooled and poured into crushed ice (200 g). The ice was allowed to melt and the resultant precipitate was filtered and dried at 65° C. under vacuum to give 4-(5,6-dimethoxybenzo[b]thien-2-yl)-3-methyl-4-oxo-butane nitrile as a pale yellow sol... Reactants: COC1=C(C=CC(=C1OC)OC)[C@H]1[C@@H](CCCC1)C(=O)N (trans-2-(2,3,4-trimethoxyphenyl)-cyclohexane-1-carboxamide), C1(=CC=CC=C1)P(C1=CC=CC=C1)C1=CC=CC=C1 (triphenylphosphine). Solvent: C1CCOC1 (THF), C(Cl)(Cl)(Cl)Cl (CCl4), C(C)(=O)OCC (ethyl acetate). Reaction conditions: temperature 50 celsius, time 2 hour. Product: C(#N)[C@H]1[C@@H](CCCC1)C1=C(C(=C(C=C1)OC)OC)OC (trans-1-cyano-2-(2,3,4-trimethoxyphenyl)cyclohexane). Isolated yield 78.1%. RXN SMILES: [CH3:1][O:2][C:3]1[C:8]([O:9][CH3:10])=[C:7]([O:11][CH3:12])[CH:6]=[CH:5][C:4]=1[C@@H:13]1[CH2:18][CH2:17][CH2:16][CH2:15][C@H:14]1[C:19]([NH2:21])=O.C1(P(C2C=CC=CC=2)C2C=CC=CC=2)C=CC=CC=1>C1COCC1.C(Cl)(Cl)(Cl)Cl.C(OCC)(=O)C>[C:19]([C@@H:14]1[CH2:15][CH2:16][CH2:17][CH2:18][C@H:13]1[C:4]1[CH:5]=[CH:6][C:7]([O:11][CH3:12])=[C:8]([O:9][CH3:10])[C:3]=1[O:2][CH3:1])#[N:21]. Reported procedure: To a stirred solution of 1.05 g (3.58 mmol) of trans-2-(2,3,4-trimethoxyphenyl)-cyclohexane-1-carboxamide in 5 mL of THF and 5 mL of CCl4 was added 1.88 g (7.17 mmol) of triphenylphosphine. The mixture was stirred at 50° C. for 2 h. The mixture was diluted with 70 mL of ethyl acetate, washed with 50 mL of 5% aqueous HCl and 50 mL of saturated aqueous NaHCO3, and dried over MgSO4. Removal of the solvent left 2.38 g of a tan solid which was purified by flash chromatography on a column of 30 g of s... Starting materials: NC=1SC2=C(N1)C(=CC(=C2)Br)OCP(=O)(OCC)OCC (2-amino-4-diethylphosphonomethyloxy-6-bromobenzothiazole), C[Si](C)(C)Br (TMSBr). Solvent: C(Cl)Cl (CH2Cl2). Reaction conditions: time 8 hour. The product is NC=1SC2=C(N1)C(=CC(=C2)Br)OCP(=O)(O)O (2-amino-4-phosphonomethyloxy-6-bromobenzothiazole). Reaction SMILES: [NH2:1][C:2]1[S:3][C:4]2[CH:10]=[C:9]([Br:11])[CH:8]=[C:7]([O:12][CH2:13][P:14]([O:19]CC)([O:16]CC)=[O:15])[C:5]=2[N:6]=1.C[Si](Br)(C)C>C(Cl)Cl>[NH2:1][C:2]1[S:3][C:4]2[CH:10]=[C:9]([Br:11])[CH:8]=[C:7]([O:12][CH2:13][P:14]([OH:19])([OH:16])=[O:15])[C:5]=2[N:6]=1. Procedure: A solution of 2-amino-4-diethylphosphonomethyloxy-6-bromobenzothiazole (1 mmole) in CH2Cl2(4 mL) was treated with TMSBr (10 mmole) at 0° C. After stirred for 8 h at room temperature the reaction was evaporated to dryness and the residue was taken into water (5 mL). The resulting precipitate was collected via filtration and washed with water to give 2-amino-4-phosphonomethyloxy-6-bromobenzothiazole (34.1) as white solid. mp >220° C. (dec.). Anal. Calcd. for C9H8N2O4PSBr: C:28.34; H:2.38; N:8.26. ... Starting materials: [N+](=O)([O-])C=C1SCCCN1 (tetrahydro-2-(nitromethylene)-2H-1,3-thiazine), ClC1=C(SC=C1)C(=O)OCC (ethyl chlorothiolformate), CN1C=NC=C1 (1-methylimidazole), CCOCC (ether). Run in O1CCCC1 (tetrahydrofuran), O1CCCC1 (tetrahydrofuran), O (water), C(Cl)Cl (methylene chloride), O (water). Conditions: time 30 minute. Yields the product nitro, S1C(NCCC1)=CC(SCC)=O (tetrahydro-2H-1,3-thiazin-2-ylidene ethanethioic acid, S-ethyl ester). Reaction SMILES: Cl[C:2]1[CH:6]=[CH:5][S:4][C:3]=1[C:7](OCC)=O.CN1C=CN=C1.[N+](C=C1[NH:27][CH2:26][CH2:25][CH2:24][S:23]1)([O-])=O.CC[O:30]CC>O1CCCC1.O.C(Cl)Cl>[S:23]1[CH2:24][CH2:25][CH2:26][NH:27][C:2]1=[CH:6][C:5](=[O:30])[S:4][CH2:3][CH3:7]. Procedure details: A solution of 13.7 g of ethyl chlorothiolformate in 50 ml of dry tetrahydrofuran was added to 9.0 g of 1-methylimidazole in 200 ml of dry tetrahydrofuran at 5°, over a 20-minute period. The mixture was stirred at 5° for 30 minutes, then 16.0 g of 31B was added all at once, and the stirred mixture was allowed to slowly warm to room temperature and was stirred overnight. The solvent was stripped, the residue dissolved in a mixture of water and methylene chloride. The two phases were separated, the...